This data is from the Open Reaction Database (ORD), a public repository of structured organic reaction records. The task is: describe an organic reaction: reactants, conditions, products, and yield Reactants: FC(C(=O)O)(F)F (trifluoroacetic acid), ClC=1C=C(OCC2CN(C(O2)=O)C(=O)OC(C)(C)C)C=CC1 (5-(3-chlorophenoxymethyl)-3-t-butoxycarbonyloxazolidin-2-one). Run in O1CCCC1 (tetrahydrofuran). Conditions: time 1 hour. The product is ClC=1C=C(OCC2CNC(O2)=O)C=CC1 (5-(3-Chlorophenoxymethyl)oxazolidin-2-one). Yield: 89.9%. Reaction SMILES: FC(F)(F)C(O)=O.[Cl:8][C:9]1[CH:10]=[C:11]([CH:27]=[CH:28][CH:29]=1)[O:12][CH2:13][CH:14]1[O:18][C:17](=[O:19])[N:16](C(OC(C)(C)C)=O)[CH2:15]1>O1CCCC1>[Cl:8][C:9]1[CH:10]=[C:11]([CH:27]=[CH:28][CH:29]=1)[O:12][CH2:13][CH:14]1[O:18][C:17](=[O:19])[NH:16][CH2:15]1. Procedure: 4 ml of trifluoroacetic acid were added, whilst ice-cooling, to a solution of 1.97 g of 5-(3-chlorophenoxymethyl)-3-t-butoxycarbonyloxazolidin-2-one (prepared as described in Preparation 2) in 4 ml of anhydrous tetrahydrofuran, and the mixture was stirred at room temperature for 1 hour. At the end of this time, the tetrahydrofuran and trifluoroacetic acid were removed from the reaction mixture by evaporation under reduced pressure, to give 1.23 g of the title compound having an Rf value of 0.43 ... Starting materials: CCC(C#N)C(=O)c1ccc(C(=O)NN)s1, CC(=O)c1csc(-c2ccc(C(F)(F)F)cc2)c1O. Yields the product CCC(C#N)C(=O)c1ccc(C(=O)NN=C(C)c2csc(-c3ccc(C(F)(F)F)cc3)c2O)s1. As a reaction SMILES: [C:20](#[N:21])[CH:22]([C:23](=[O:24])[c:25]1[cH:26][cH:27][c:28]([C:30](=[O:31])[NH:32][NH2:33])[s:29]1)[CH2:34][CH3:35].[F:1][C:2]([c:3]1[cH:4][cH:5][c:6](-[c:9]2[s:10][cH:11][c:12]([C:15](=[O:16])[CH3:17])[c:13]2[OH:14])[cH:7][cH:8]1)([F:18])[F:19]>>[F:1][C:2]([c:3]1[cH:4][cH:5][c:6](-[c:9]2[s:10][cH:11][c:12]([C:15]([CH3:17])=[N:33][NH:32][C:30]([c:28]3[cH:27][cH:26][c:25]([C:23]([CH:22]([C:20]#[N:21])[CH2:34][CH3:35])=[O:24])[s:29]3)=[O:31])[c:13]2[OH:14])[cH:7][cH:8]1)([F:18])[F:19].